Dataset: the Open Reaction Database (ORD), a public repository of structured organic reaction records. Task: describe an organic reaction: reactants, conditions, products, and yield The reactants are mixture, ClC1=NN=C(C2=CC(=CC=C12)Cl)Cl (1,4,6-trichlorophthalazine), C(C1=CC=2OCOC2C=C1)N (piperonylamine), ClC1=NN=C(C2=CC(=CC=C12)Cl)NCC1=CC2=C(C=C1)OCO2 (1,6-dichloro-4-(3,4-methylenedioxybenzyl)aminophthalazine), ClC1=NN=C(C2=CC=C(C=C12)Cl)NCC1=CC2=C(C=C1)OCO2 (4,6-dichloro-1-(3,4-methylenedioxybenzyl)aminophthalazine), mixture. The product is ClC=1C=C2C(=NN=C(C2=CC1)N1CCC(CC1)C(=O)OCC)NCC1=CC2=C(C=C1)OCO2 (6-Chloro-1-(4-ethoxycarbonylpiperidino)-4-(3,4-methylenedioxybenzyl)aminophthalazine). As a reaction SMILES: Cl[C:2]1[C:11]2[C:6](=[CH:7][C:8]([Cl:12])=[CH:9][CH:10]=2)[C:5]([NH:13][CH2:14][C:15]2[CH:20]=[CH:19][C:18]3[O:21][CH2:22][O:23][C:17]=3[CH:16]=2)=[N:4][N:3]=1.ClC1C2C(=CC=C(Cl)C=2)C(NCC2C=C[C:41]3[O:44]CO[C:40]=3C=2)=NN=1.Cl[C:48]1[C:57]2[C:52](=CC(Cl)=[CH:55][CH:56]=2)[C:51](Cl)=[N:50]N=1.C(N)C1C=CC2OC[O:64]C=2C=1>>[Cl:12][C:8]1[CH:7]=[C:6]2[C:11](=[CH:10][CH:9]=1)[C:2]([N:50]1[CH2:51][CH2:52][CH:57]([C:48]([O:44][CH2:41][CH3:40])=[O:64])[CH2:56][CH2:55]1)=[N:3][N:4]=[C:5]2[NH:13][CH2:14][C:15]1[CH:20]=[CH:19][C:18]2[O:21][CH2:22][O:23][C:17]=2[CH:16]=1. Procedure details: A mixture (4.83 g) comprising 1,6-dichloro-4-(3,4-methylenedioxybenzyl)aminophthalazine and 4,6-dichloro-1-(3,4-methylenedioxybenzyl)aminophthalazine was prepared from 1,4,6-trichlorophthalazine (3.38 g) prepared in Preparative Example 7 and piperonylamine (2.21 g) in a similar manner to that of Example 1. The title compound (0.22 g) was prepared from 0.8 g of the mixture in a similar manner to that of Example 3 as a less polar product. The reactants are C[O-].[Na+] (sodium methoxide), CC1=CC=C(COC2=CC3=C(CCCCC3=O)C=C2)C=C1 (3-(4-methylbenzyloxy)-5-oxo-6,7,8,9-tetrahydro-5H-benzocycloheptene), C(OC)(OC)=O (dimethyl carbonate), Cl (hydrochloric acid). Procedure details: To 3-(4-methylbenzyloxy)-5-oxo-6,7,8,9-tetrahydro-5H-benzocycloheptene (2.67 g, 9.52 mmol) dissolved in dimethyl carbonate (40 ml) was added sodium methoxide (2.57 g, 47.6 mmol), and the resulting mixture was stirred at reflux with heating (110° C.) for 6 hours. The reaction mixture was mixed with 1 N hydrochloric acid (60 ml) under ice cooling and was concentrated under reduced pressure to remove the organic solvent, and then the aqueous layer was extracted with ethyl acetate (30 ml×3). The com... Conditions: temperature 110 celsius. Yield: 88.0%. Product: CC1=CC=C(COC2=CC3=C(CCCC(C3=O)C(=O)OC)C=C2)C=C1 (methyl 3-(4-methylbenzyloxy)-5-oxo-6,7,8,9-tetrahydro-5H-benzocycloheptene-6-carboxylate). As a reaction SMILES: [CH3:1][C:2]1[CH:21]=[CH:20][C:5]([CH2:6][O:7][C:8]2[CH:19]=[CH:18][C:11]3[CH2:12][CH2:13][CH2:14][CH2:15][C:16](=[O:17])[C:10]=3[CH:9]=2)=[CH:4][CH:3]=1.C[O-].[Na+].Cl.[C:26](=O)([O:29]C)[O:27][CH3:28]>>[CH3:1][C:2]1[CH:3]=[CH:4][C:5]([CH2:6][O:7][C:8]2[CH:19]=[CH:18][C:11]3[CH2:12][CH2:13][CH2:14][CH:15]([C:26]([O:27][CH3:28])=[O:29])[C:16](=[O:17])[C:10]=3[CH:9]=2)=[CH:20][CH:21]=1 |f:1.2|. Starting materials: CCCC[N+](CCCC)(CCCC)CCCC, CO, ClCCl, [F-], CC(C)[Si](C(C)C)(C(C)C)n1ccc(-c2cnc3c(c2)nc(-c2cccnc2N)n3-c2ccc(CNC(=O)c3ccccc3)cc2)c1, C1CCOC1, O. The product is Nc1ncccc1-c1nc2cc(-c3cc[nH]c3)cnc2n1-c1ccc(CNC(=O)c2ccccc2)cc1. As a reaction SMILES: [CH3:49][CH2:50][CH2:51][CH2:52][N+:53]([CH2:54][CH2:55][CH2:56][CH3:57])([CH2:58][CH2:59][CH2:60][CH3:61])[CH2:62][CH2:63][CH2:64][CH3:65].[CH3:75][OH:76].[Cl:72][CH2:73][Cl:74].[F-:48].[NH2:1][c:2]1[n:3][cH:4][cH:5][cH:6][c:7]1-[c:8]1[n:9][c:10]2[c:11]([n:12][cH:13][c:14](-[c:16]3[cH:17][n:18]([Si:21]([CH:22]([CH3:23])[CH3:24])([CH:25]([CH3:26])[CH3:27])[CH:28]([CH3:29])[CH3:30])[cH:19][cH:20]3)[cH:15]2)[n:31]1-[c:32]1[cH:33][cH:34][c:35]([CH2:36][NH:37][C:38]([c:39]2[cH:40][cH:41][cH:42][cH:43][cH:44]2)=[O:45])[cH:46][cH:47]1.[O:66]1[CH2:67][CH2:68][CH2:69][CH2:70]1.[OH2:71]>>[NH2:1][c:2]1[n:3][cH:4][cH:5][cH:6][c:7]1-[c:8]1[n:9][c:10]2[c:11]([n:12][cH:13][c:14](-[c:16]3[cH:17][nH:18][cH:19][cH:20]3)[cH:15]2)[n:31]1-[c:32]1[cH:33][cH:34][c:35]([CH2:36][NH:37][C:38]([c:39]2[cH:40][cH:41][cH:42][cH:43][cH:44]2)=[O:45])[cH:46][cH:47]1. Product: N1(N=CC=C1)C1=CC=C(CN2N=C3C(C=4C=CC=CC24)=NN(C3=O)C3COCCC3)C=C1 ((±)-5-[4-(1H-pyrazol-1-yl)benzyl]-2-(tetrahydro-2H-pyran-3-yl)-2,5-dihydro-3H-pyrazolo[4,3-c]cinnolin-3-one). Solvent: CN(C=O)C (N,N-dimethylformamide), C(C)#N (acetonitrile). Conditions: time 14 hour. As a reaction SMILES: [N:1]1([C:6]2[CH:28]=[CH:27][C:9]([CH2:10][N:11]3[C:20]4[C:15](=[CH:16][CH:17]=[CH:18][CH:19]=4)[C:14](=S)[C:13]([C:22](OCC)=[O:23])=[N:12]3)=[CH:8][CH:7]=2)[CH:5]=[CH:4][CH:3]=[N:2]1.Cl.[O:30]1[CH2:35][CH2:34][CH2:33][CH:32]([NH:36][NH2:37])[CH2:31]1.C(=O)([O-])[O-].[K+].[K+].O>CN(C)C=O.C(#N)C.[Hg](Cl)Cl>[N:1]1([C:6]2[CH:28]=[CH:27][C:9]([CH2:10][N:11]3[C:20]4[CH:19]=[CH:18][CH:17]=[CH:16][C:15]=4[C:14]4=[N:37][N:36]([CH:32]5[CH2:33][CH2:34][CH2:35][O:30][CH2:31]5)[C:22](=[O:23])[C:13]4=[N:12]3)=[CH:8][CH:7]=2)[CH:5]=[CH:4][CH:3]=[N:2]1 |f:1.2,3.4.5|. Procedure: Ethyl 1-[4-(1H-pyrazol-1-yl)benzyl]-4-thioxo-1,4-dihydrocinnoline-3-carboxylate (200 mg, 0.510 mmol) and (±)-tetrahydro-2H-pyran-3-ylhydrazine hydrochloride (172 mg, 1.13 mmol, 2.2 equiv) were dissolved in N,N-dimethylformamide (10 mL) and acetonitrile (10 mL). The solution was sparged under nitrogen, treated with potassium carbonate (708 mg, 5.12 mmol, 10 equiv) and mercury(II)chloride (139 mg, 0.51 mmol, 1 equiv) and stirred at ambient temperature for 14 hours. The mixture was poured into wate... The reactants are C([O-])([O-])=O.[K+].[K+] (potassium carbonate), O (water), N1(N=CC=C1)C1=CC=C(CN2N=C(C(C3=CC=CC=C23)=S)C(=O)OCC)C=C1 (Ethyl 1-[4-(1H-pyrazol-1-yl)benzyl]-4-thioxo-1,4-dihydrocinnoline-3-carboxylate), Cl.O1CC(CCC1)NN ((±)-tetrahydro-2H-pyran-3-ylhydrazine hydrochloride). The reagents and catalysts are [Hg](Cl)Cl (mercury(II)chloride). Reactants: FC1=C(OC2=C(C=CC=3N(C(NC32)=O)C)C=3C2=C(C(N(C3)C)=O)N(C=C2)S(=O)(=O)C2=CC=C(C=C2)C)C=CC(=C1)F (4-(2,4-difluorophenoxy)-1-methyl-5-{6-methyl-1-[(4-methylphenyl)sulfonyl]-7-oxo-6,7-dihydro-1H-pyrrolo[2,3-c]pyridin-4-yl}-1,3-dihydro-2H-benzimidazol-2-one), [H-].[Na+] (sodium hydride), [OH-].[Na+] (sodium hydroxide), O (water), CI (methyl iodide), C(C)(=O)O (acetic acid). The solvent is C(C)O (ethanol), CN(C=O)C (N,N-dimethylformamide). Reaction conditions: time 30 minute. The product is FC1=C(OC2=C(C=CC=3N(C(N(C32)C)=O)C)C=3C2=C(C(N(C3)C)=O)NC=C2)C=CC(=C1)F (4-(2,4-Difluorophenoxy)-1,3-dimethyl-5-(6-methyl-7-oxo-6,7-dihydro-1H-pyrrolo[2,3-c]pyridin-4-yl)-1,3-dihydro-2H-benzimidazol-2-one). Isolated yield 63.9%. As a reaction SMILES: [F:1][C:2]1[CH:40]=[C:39]([F:41])[CH:38]=[CH:37][C:3]=1[O:4][C:5]1[C:13]2[NH:12][C:11](=[O:14])[N:10]([CH3:15])[C:9]=2[CH:8]=[CH:7][C:6]=1[C:16]1[C:17]2[CH:26]=[CH:25][N:24](S(C3C=CC(C)=CC=3)(=O)=O)[C:18]=2[C:19](=[O:23])[N:20]([CH3:22])[CH:21]=1.[H-].[Na+].CI.[OH-].[Na+].O.[C:49](O)(=O)C>CN(C)C=O.C(O)C>[F:1][C:2]1[CH:40]=[C:39]([F:41])[CH:38]=[CH:37][C:3]=1[O:4][C:5]1[C:13]2[N:12]([CH3:49])[C:11](=[O:14])[N:10]([CH3:15])[C:9]=2[CH:8]=[CH:7][C:6]=1[C:16]1[C:17]2[CH:26]=[CH:25][NH:24][C:18]=2[C:19](=[O:23])[N:20]([CH3:22])[CH:21]=1 |f:1.2,4.5|. Reported procedure: A solution of 4-(2,4-difluorophenoxy)-1-methyl-5-{6-methyl-1-[(4-methylphenyl)sulfonyl]-7-oxo-6,7-dihydro-1H-pyrrolo[2,3-c]pyridin-4-yl}-1,3-dihydro-2H-benzimidazol-2-one (30.0 mg, 0.0520 mmol) in N,N-dimethylformamide (0.25 mL) was treated with sodium hydride (4.2 mg, 0.104 mmol) and stirred at RT for 30 min. The reaction mixture was treated with methyl iodide (4.9 μL, 0.0780 mmol) and stirred at RT for 1 h. Analytical LCMS indicated the reaction was complete. The reaction mixture was diluted w... The reactants are O=C([O-])[O-], CC(=O)OC(CC=C(C)CCCC(C)CO[Si](C)(C)C(C)(C)C)C(C)=O, CO, [Cl-], [K+], [K+], [Na+]. Product: CC(=O)C(O)CC=C(C)CCCC(C)CO[Si](C)(C)C(C)(C)C. Reaction SMILES: [C:1](=[O:2])([O-:3])[O-:4].[C:7](=[O:8])([CH3:9])[O:10][CH:11]([C:12]([CH3:13])=[O:14])[CH2:15][CH:16]=[C:17]([CH2:18][CH2:19][CH2:20][CH:21]([CH2:22][O:23][Si:24]([CH3:25])([CH3:26])[C:27]([CH3:28])([CH3:29])[CH3:30])[CH3:31])[CH3:32].[CH3:35][OH:36].[Cl-:33].[K+:5].[K+:6].[Na+:34]>>[OH:10][CH:11]([C:12]([CH3:13])=[O:14])[CH2:15][CH:16]=[C:17]([CH2:18][CH2:19][CH2:20][CH:21]([CH2:22][O:23][Si:24]([CH3:25])([CH3:26])[C:27]([CH3:28])([CH3:29])[CH3:30])[CH3:31])[CH3:32]. Reactants: [OH-].[K+] (potassium hydroxide), Cl (HCl), COC(C1=CC=C(C=C1)C#CC(CCCCC)C1=CC=2C(CCC(C2C=C1)(C)C)(C)C)=O ((RS)-methyl-4-[3-(5,5,8,8-tetramethyl-5,6,7,8-tetrahydronaphthalen-2-yl)-oct-1-ynyl]-benzoate), C1CCOC1 (THF). The solvent is O (water), O (water), C(C)O (ethanol). Conditions: temperature 45 celsius. Yields the product CC1(C=2C=CC(=CC2C(CC1)(C)C)C(C#CC1=CC=C(C(=O)O)C=C1)CCCCC)C ((RS)-4-[3-(5,5,8,8-tetramethyl-5,6,7,8-tetrahydronaphthalen-2-yl)-oct-1-ynyl]-benzoic acid). Yield: 49.2%. As a reaction SMILES: C[O:2][C:3](=[O:32])[C:4]1[CH:9]=[CH:8][C:7]([C:10]#[C:11][CH:12]([C:18]2[CH:27]=[CH:26][C:25]3[C:24]([CH3:29])([CH3:28])[CH2:23][CH2:22][C:21]([CH3:31])([CH3:30])[C:20]=3[CH:19]=2)[CH2:13][CH2:14][CH2:15][CH2:16][CH3:17])=[CH:6][CH:5]=1.[OH-].[K+].C1COCC1.Cl>C(O)C.O>[CH3:28][C:24]1([CH3:29])[CH2:23][CH2:22][C:21]([CH3:30])([CH3:31])[C:20]2[CH:19]=[C:18]([CH:12]([CH2:13][CH2:14][CH2:15][CH2:16][CH3:17])[C:11]#[C:10][C:7]3[CH:8]=[CH:9][C:4]([C:3]([OH:32])=[O:2])=[CH:5][CH:6]=3)[CH:27]=[CH:26][C:25]1=2 |f:1.2|. Reported procedure: The ester (609 mg) was dissolved in 9 ml of ethanol and treated with 1.59 g of potassium hydroxide in 6 ml of water. The heterogeneous mixture was further treated with 4 ml of THF and the resulting clear solution was heated to 45° C. for 1.5 hour. The mixture was diluted with 20 ml of water and the pH was adjusted to 2 with HCl 25%. The mixture was extracted with 3 portions of 25 ml of ethyl acetate. The combined organic extracts were dried over MgSO4 and concentrated in vacuo. The resulting ora... The reactants are ClC(Cl)Cl, [Na+], O=C([O-])O, CCOC(=O)c1ccc(CO)nc1, O=S(Cl)Cl. Yields the product CCOC(=O)c1ccc(CCl)nc1. Reaction SMILES: [CH:23]([Cl:24])([Cl:25])[Cl:26].[Na+:18].[OH:19][C:20](=[O:21])[O-:22].[OH:1][CH2:2][c:3]1[n:4][cH:5][c:6]([C:7](=[O:8])[O:9][CH2:10][CH3:11])[cH:12][cH:13]1.[S:14]([Cl:15])([Cl:16])=[O:17]>>[CH2:2]([c:3]1[n:4][cH:5][c:6]([C:7](=[O:8])[O:9][CH2:10][CH3:11])[cH:12][cH:13]1)[Cl:16].